From a dataset of the Open Reaction Database (ORD), a public repository of structured organic reaction records. describe an organic reaction: reactants, conditions, products, and yield Starting materials: OS(=O)(=O)O.O=S(=O)=O (oleum), OC12CC3C(C(CC(C1)C3)C2)=O (5-Hydroxy-2-adamantanone), C(=O)O (HCO2H), [Na+].[Cl-] (NaCl), OS(=O)(=O)O.O=S(=O)=O (oleum). Conditions: temperature 50 celsius. The product is O=C1C2CC3(CC(CC1C3)C2)C(=O)O (4-oxo-adamantane-1-carboxylic Acid). As a reaction SMILES: OS(O)(=O)=O.O=S(=O)=O.O[C:11]12[CH2:20][CH:15]3[CH2:16][CH:17]([CH2:19][CH:13]([C:14]3=[O:21])[CH2:12]1)[CH2:18]2.[Na+].[Cl-].[CH:24]([OH:26])=[O:25]>>[O:21]=[C:14]1[CH:15]2[CH2:20][C:11]3([C:24]([OH:26])=[O:25])[CH2:18][CH:17]([CH2:19][CH:13]1[CH2:12]3)[CH2:16]2 |f:0.1,3.4|. Procedure: A 5 L 4-neck flask equipped with N2 inlet/bubbler with H2O trap, overhead stirring, and an addition funnel was charged with 30% oleum (˜10.5 volumes, 2.2 L, 8×500 g bottles+100 mL), and heated to 50° C. under a slight N2 flow. 5-Hydroxy-2-adamantanone (220 g, 81 wt % purity, 1.07 mol) was dissolved in 5 volumes HCO2H (˜98%, 1.10 L) and added drop-wise to the warm oleum solution over 5 hours. The addition rate was adjusted to maintain the internal temperature between 70-90° C. After stirring an a... Reactants: BrC=1C(=CSC1)S(=O)(=O)N1C=C(C(=C1C=1C(=NC=CC1)F)F)CN(C(OC(C)(C)C)=O)C (tert-butyl {[1-[(4-bromo-3-thienyl)sulfonyl]-4-fluoro-5-(2-fluoropyridin-3-yl)-1H-pyrrol-3-yl]methyl}methylcarbamate), C(C)(=O)OCC.Cl (hydrogen chloride-ethyl acetate). Solvent: C(C)(=O)OCC (ethyl acetate), CC(C)O (2-propanol). Run at time 4 hour. Yields the product Cl.BrC=1C(=CSC1)S(=O)(=O)N1C=C(C(=C1C=1C(=NC=CC1)F)F)CNC (1-[1-[(4-bromo-3-thienyl)sulfonyl]-4-fluoro-5-(2-fluoropyridin-3-yl)-1H-pyrrol-3-yl]-N-methylmethanamine hydrochloride). Yield: 66.0%. RXN SMILES: [Br:1][C:2]1[C:3]([S:7]([N:10]2[C:14]([C:15]3[C:16]([F:21])=[N:17][CH:18]=[CH:19][CH:20]=3)=[C:13]([F:22])[C:12]([CH2:23][N:24](C)[C:25](=O)OC(C)(C)C)=[CH:11]2)(=[O:9])=[O:8])=[CH:4][S:5][CH:6]=1.C(OCC)(=O)C.[ClH:39]>C(OCC)(=O)C.CC(O)C>[ClH:39].[Br:1][C:2]1[C:3]([S:7]([N:10]2[C:14]([C:15]3[C:16]([F:21])=[N:17][CH:18]=[CH:19][CH:20]=3)=[C:13]([F:22])[C:12]([CH2:23][NH:24][CH3:25])=[CH:11]2)(=[O:9])=[O:8])=[CH:4][S:5][CH:6]=1 |f:1.2,5.6|. Reported procedure: To a solution of tert-butyl {[1-[(4-bromo-3-thienyl)sulfonyl]-4-fluoro-5-(2-fluoropyridin-3-yl)-1H-pyrrol-3-yl]methyl}methylcarbamate (195 mg) in ethyl acetate (2 mL) and 2-propanol (1 mL) was added 4 mol/L hydrogen chloride-ethyl acetate solution (3 mL), and the mixture was stirred at room temperature for 4 hr. The reaction mixture was concentrated under reduced pressure, and the residue was recrystallized from a mixed solvent of ethyl acetate-ethanol to give the title compound as a white solid... The reactants are COc1ccc2cc(C(C)(C)O)n(Cc3ccccc3)c2c1, CCOC(C)=O, CCO. The product is COc1ccc2cc(C(C)C)n(Cc3ccccc3)c2c1. RXN SMILES: [CH2:1]([c:2]1[cH:3][cH:4][cH:5][cH:6][cH:7]1)[n:8]1[c:9]([C:19]([CH3:20])([CH3:21])[OH:22])[cH:10][c:11]2[cH:12][cH:13][c:14]([O:17][CH3:18])[cH:15][c:16]12.[CH3:23][CH2:24][O:25][C:26]([CH3:27])=[O:28].[CH3:29][CH2:30][OH:31]>>[CH2:1]([c:2]1[cH:3][cH:4][cH:5][cH:6][cH:7]1)[n:8]1[c:9]([CH:19]([CH3:20])[CH3:21])[cH:10][c:11]2[cH:12][cH:13][c:14]([O:17][CH3:18])[cH:15][c:16]12. Reactants: Cc1[nH]c2ccc(N)cc2c1C, COC1CCN(C(=O)c2cc3nccc(Cl)c3s2)C1. Yields the product COC1CCN(C(=O)c2cc3nccc(Nc4ccc5[nH]c(C)c(C)c5c4)c3s2)C1. As a reaction SMILES: [CH3:20][c:21]1[nH:22][c:23]2[cH:24][cH:25][c:26]([NH2:31])[cH:27][c:28]2[c:29]1[CH3:30].[Cl:1][c:2]1[c:3]2[c:4]([n:5][cH:6][cH:7]1)[cH:8][c:9]([C:11](=[O:12])[N:13]1[CH2:14][CH:15]([O:18][CH3:19])[CH2:16][CH2:17]1)[s:10]2>>[c:2]1([NH:31][c:26]2[cH:25][cH:24][c:23]3[nH:22][c:21]([CH3:20])[c:29]([CH3:30])[c:28]3[cH:27]2)[c:3]2[c:4]([n:5][cH:6][cH:7]1)[cH:8][c:9]([C:11](=[O:12])[N:13]1[CH2:14][CH:15]([O:18][CH3:19])[CH2:16][CH2:17]1)[s:10]2. Starting materials: IC1=C(CC=2SC=3N=CN=C(C3N2)NC2=CC=C(C=C2)C(F)(F)F)C=CC=C1 ([2-(2-iodo-benzyl)-thiazolo[5,4-d]pyrimidin-7-yl]-(4-trifluoromethyl-phenyl)-amine), [Cu](C#N)C#N (copper cyanide). Run in O (H2O), CN(C)C=O (DMF). Run at temperature 100 celsius. The product is FC(C1=CC=C(C=C1)NC=1C2=C(N=CN1)SC(=N2)CC2=C(C#N)C=CC=C2)(F)F (2-[7-(4-Trifluoromethyl-phenylamino)-thiazolo[5,4-d]pyrimidin-2-ylmethyl]-benzonitrile). Yield: 93.5%. Reaction SMILES: I[C:2]1[CH:28]=[CH:27][CH:26]=[CH:25][C:3]=1[CH2:4][C:5]1[S:6][C:7]2[N:8]=[CH:9][N:10]=[C:11]([NH:14][C:15]3[CH:20]=[CH:19][C:18]([C:21]([F:24])([F:23])[F:22])=[CH:17][CH:16]=3)[C:12]=2[N:13]=1.[Cu](C#N)[C:30]#[N:31]>CN(C=O)C.O>[F:22][C:21]([F:24])([F:23])[C:18]1[CH:19]=[CH:20][C:15]([NH:14][C:11]2[C:12]3[N:13]=[C:5]([CH2:4][C:3]4[CH:25]=[CH:26][CH:27]=[CH:28][C:2]=4[C:30]#[N:31])[S:6][C:7]=3[N:8]=[CH:9][N:10]=2)=[CH:16][CH:17]=1. Procedure: To a solution of [2-(2-iodo-benzyl)-thiazolo[5,4-d]pyrimidin-7-yl]-(4-trifluoromethyl-phenyl)-amine (0.20 g, 0.39 mmol) in anhydrous DMF (3.9 mL) was added copper cyanide (0.24, 2.73 mmol). The resulting suspension was heated to 100° C. in a sealed tube for 5 h. The reaction mixture was cooled to rt, diluted with H2O (20 mL) and extracted with EtOAc (2×10 mL). The organic layers were combined, washed with 10% aq. HCl (2×5 mL) and satd. aq. NaCl (2×5 mL), dried, filtered, concentrated and purifie...